From a dataset of the Open Reaction Database (ORD), a public repository of structured organic reaction records. describe an organic reaction: reactants, conditions, products, and yield Starting materials: CCN=C=NCCCN(C)C, Cc1ccc(N)cc1-c1cncnc1, CN(C)c1ccncc1, ClCCl, Cl, On1nnc2ccccc21, O=C(O)c1cccc2c1[nH]c1ccccc12. The product is Cc1ccc(NC(=O)c2cccc3c2[nH]c2ccccc23)cc1-c1cncnc1. As a reaction SMILES: [CH2:28]([N:29]=[C:30]=[N:31][CH2:32][CH2:33][CH2:34][N:35]([CH3:36])[CH3:37])[CH3:38].[CH3:39][c:40]1[c:41](-[c:47]2[cH:48][n:49][cH:50][n:51][cH:52]2)[cH:42][c:43]([NH2:44])[cH:45][cH:46]1.[CH3:56][N:57]([CH3:58])[c:59]1[cH:60][cH:61][n:62][cH:63][cH:64]1.[Cl:53][CH2:54][Cl:55].[ClH:27].[OH:17][n:18]1[c:19]2[cH:20][cH:21][cH:22][cH:23][c:24]2[n:25][n:26]1.[c:1]1([C:14](=[O:15])[OH:16])[cH:2][cH:3][cH:4][c:5]2[c:6]3[cH:7][cH:8][cH:9][cH:10][c:11]3[nH:12][c:13]12>>[c:1]1([C:14](=[O:16])[NH:44][c:43]2[cH:42][c:41](-[c:47]3[cH:48][n:49][cH:50][n:51][cH:52]3)[c:40]([CH3:39])[cH:46][cH:45]2)[cH:2][cH:3][cH:4][c:5]2[c:6]3[cH:7][cH:8][cH:9][cH:10][c:11]3[nH:12][c:13]12.